Dataset: the Open Reaction Database (ORD), a public repository of structured organic reaction records. Task: describe an organic reaction: reactants, conditions, products, and yield Starting materials: ClC(=O)OC (methyl chloroformate), NC=1C=C(C=CC1)N1CCN(CC1)CCCCC1=COC2=CC(=C(C=C2C1=O)OC)OC (3-{4-[4-(3-Aminophenyl)-piperazin-1-yl]-butyl}-6,7-dimethoxychromen-4-one). The product is COC=1C=C2C(C(=COC2=CC1OC)CCCCN1CCN(CC1)C=1C=C(C=CC1)NC(OC)=O)=O (methyl (3-{4-[4-(6,7-dimethoxy-4-oxo-4H-chromen-3-yl)-butyl]-piperazin-1-yl}-phenyl)-carbamate). Reaction SMILES: Cl[C:2]([O:4][CH3:5])=[O:3].[NH2:6][C:7]1[CH:8]=[C:9]([N:13]2[CH2:18][CH2:17][N:16]([CH2:19][CH2:20][CH2:21][CH2:22][C:23]3[C:32](=[O:33])[C:31]4[C:26](=[CH:27][C:28]([O:36][CH3:37])=[C:29]([O:34][CH3:35])[CH:30]=4)[O:25][CH:24]=3)[CH2:15][CH2:14]2)[CH:10]=[CH:11][CH:12]=1>>[CH3:35][O:34][C:29]1[CH:30]=[C:31]2[C:26](=[CH:27][C:28]=1[O:36][CH3:37])[O:25][CH:24]=[C:23]([CH2:22][CH2:21][CH2:20][CH2:19][N:16]1[CH2:15][CH2:14][N:13]([C:9]3[CH:8]=[C:7]([NH:6][C:2](=[O:3])[O:4][CH3:5])[CH:12]=[CH:11][CH:10]=3)[CH2:18][CH2:17]1)[C:32]2=[O:33]. Procedure details: In a similar manner to Example 13, but using methyl chloroformate and 3-{4-[4-(3-aminophenyl)-piperazin-1-yl]-butyl}-6,7-dimethoxychromen-4-one obtained in Example 12, methyl (3-{4-[4-(6,7-dimethoxy-4-oxo-4H-chromen-3-yl)-butyl]-piperazin-1-yl}-phenyl)-carbamate is obtained. The reactants are BrC=1C=C2C(=NC1)N(N=C2I)COCC[Si](C)(C)C (5-bromo-3-iodo-1-((2-(trimethylsilyl)ethoxy)methyl)-1H-pyrazolo[3,4-b]pyridine), C1(=CC=CC=C1)B(O)O (phenylboronic acid), C(=O)([O-])[O-].[Na+].[Na+] (Na2CO3), CCO.O (EtOH H2O). The reagents and catalysts are C1=CC=C(C=C1)P([C-]2C=CC=C2)C3=CC=CC=C3.C1=CC=C(C=C1)P([C-]2C=CC=C2)C3=CC=CC=C3.Cl[Pd]Cl.[Fe+2].ClCCl (PdCl2(dppf) dichloromethane). Solvent: COC (dimethylether). Run at temperature 90 celsius. Product: BrC=1C=C2C(=NC1)N(N=C2C2=CC=CC=C2)COCC[Si](C)(C)C (5-bromo-3-phenyl-1-((2-(trimethylsilyl)ethoxy)methyl)-1H-pyrazolo[3,4-b]pyridine). Yield: 48.3%. RXN SMILES: [Br:1][C:2]1[CH:3]=[C:4]2[C:10](I)=[N:9][N:8]([CH2:12][O:13][CH2:14][CH2:15][Si:16]([CH3:19])([CH3:18])[CH3:17])[C:5]2=[N:6][CH:7]=1.[C:20]1(B(O)O)[CH:25]=[CH:24][CH:23]=[CH:22][CH:21]=1.C([O-])([O-])=O.[Na+].[Na+].CCO.O>COC.C1C=CC(P(C2C=CC=CC=2)[C-]2C=CC=C2)=CC=1.C1C=CC(P(C2C=CC=CC=2)[C-]2C=CC=C2)=CC=1.Cl[Pd]Cl.[Fe+2].ClCCl>[Br:1][C:2]1[CH:3]=[C:4]2[C:10]([C:20]3[CH:25]=[CH:24][CH:23]=[CH:22][CH:21]=3)=[N:9][N:8]([CH2:12][O:13][CH2:14][CH2:15][Si:16]([CH3:19])([CH3:18])[CH3:17])[C:5]2=[N:6][CH:7]=1 |f:2.3.4,5.6,8.9.10.11.12|. Procedure: PdCl2(dppf) dichloromethane adduct (0.017 g, 0.02 mmol) was added to a suspension of 5-bromo-3-iodo-1-((2-(trimethylsilyl)ethoxy)methyl)-1H-pyrazolo[3,4-b]pyridine (0.185 g, 0.41 mmol), phenylboronic acid (0.050 g, 0.41 mmol) and Na2CO3 (0.064 g, 0.61 mmol) in dimethylether (“DME”)/EtOH/H2O (5:2:1, 8 mL). The reaction mixture was purged with argon for 10 minutes and then heated to 90° C. under argon for 2 hours. The reaction mixture was cooled to room temperature and concentrated. The crude prod... Starting materials: C(CCCCCCCCCCCCCCC)NC1=CC=C(C(=O)O)C=C1 (4-(n-hexadecylamino)benzoic acid), Cl (hydrogen chloride). The solvent is C(Cl)Cl (methylene chloride). Yields the product Cl.C(CCCCCCCCCCCCCCC)NC1=CC=C(C(=O)O)C=C1 (4-(n-hexadecylamino)benzoic acid hydrochloride). Reaction SMILES: [CH2:1]([NH:17][C:18]1[CH:26]=[CH:25][C:21]([C:22]([OH:24])=[O:23])=[CH:20][CH:19]=1)[CH2:2][CH2:3][CH2:4][CH2:5][CH2:6][CH2:7][CH2:8][CH2:9][CH2:10][CH2:11][CH2:12][CH2:13][CH2:14][CH2:15][CH3:16].[ClH:27]>C(Cl)Cl>[ClH:27].[CH2:1]([NH:17][C:18]1[CH:19]=[CH:20][C:21]([C:22]([OH:24])=[O:23])=[CH:25][CH:26]=1)[CH2:2][CH2:3][CH2:4][CH2:5][CH2:6][CH2:7][CH2:8][CH2:9][CH2:10][CH2:11][CH2:12][CH2:13][CH2:14][CH2:15][CH3:16] |f:3.4|. Procedure: A solution of 2.00 g of 4-(n-hexadecylamino)benzoic acid in 80 ml of methylene chloride is stirred at 35° C. and treated with anhydrous hydrogen chloride. The resulting mixture is chilled and filtered to yield 4-(n-hexadecylamino)benzoic acid hydrochloride as a white solid. Reactants: COC=1C=C(CC2NCCC3=CC(=C(C=C23)OC)OC)C=CC1OC (1-(3,4-Dimethoxy-benzyl)-6,7-dimethoxy-1,2,3,4-tetrahydroisoquinoline), BrCC(=O)Br (2-bromoacetyl bromide), FC1=CC=C(CN)C=C1 (4-fluorobenzylamine). Yields the product COC=1C=C(CC2N(CCC3=CC(=C(C=C23)OC)OC)CC(=O)NCC2=CC=C(C=C2)F)C=CC1OC (2-[1-(3,4-Dimethoxy-benzyl)-6,7-dimethoxy-3,4-dihydro-1H-isoquinolin-2-yl]-N-(4-fluoro-benzyl)-acetamide). RXN SMILES: [CH3:1][O:2][C:3]1[CH:4]=[C:5]([CH:21]=[CH:22][C:23]=1[O:24][CH3:25])[CH2:6][CH:7]1[C:16]2[C:11](=[CH:12][C:13]([O:19][CH3:20])=[C:14]([O:17][CH3:18])[CH:15]=2)[CH2:10][CH2:9][NH:8]1.Br[CH2:27][C:28](Br)=[O:29].[F:31][C:32]1[CH:39]=[CH:38][C:35]([CH2:36][NH2:37])=[CH:34][CH:33]=1>>[CH3:1][O:2][C:3]1[CH:4]=[C:5]([CH:21]=[CH:22][C:23]=1[O:24][CH3:25])[CH2:6][CH:7]1[C:16]2[C:11](=[CH:12][C:13]([O:19][CH3:20])=[C:14]([O:17][CH3:18])[CH:15]=2)[CH2:10][CH2:9][N:8]1[CH2:27][C:28]([NH:37][CH2:36][C:35]1[CH:38]=[CH:39][C:32]([F:31])=[CH:33][CH:34]=1)=[O:29]. Procedure details: prepared by reaction of 1-(3,4-Dimethoxy-benzyl)-6,7-dimethoxy-1,2,3,4-tetrahydroisoquinoline and 2-bromoacetyl bromide with 4-fluorobenzylamine The reactants are CO, C[O-], COC(=O)C(NC(=O)c1ccc(C(=O)c2ccccc2)cc1)C(C)O, Cl, Cl, NO, [Na+]. Product: CC(O)C(NC(=O)c1ccc(C(=O)c2ccccc2)cc1)C(=O)NO. RXN SMILES: [CH3:33][OH:34].[CH3:4][O-:5].[CH3:7][O:8][C:9]([CH:10]([CH:11]([CH3:12])[OH:13])[NH:14][C:15](=[O:16])[c:17]1[cH:18][cH:19][c:20]([C:23](=[O:24])[c:25]2[cH:26][cH:27][cH:28][cH:29][cH:30]2)[cH:21][cH:22]1)=[O:31].[ClH:1].[ClH:32].[NH2:2][OH:3].[Na+:6]>>[NH:2]([OH:3])[C:9](=[O:8])[CH:10]([CH:11]([CH3:12])[OH:13])[NH:14][C:15](=[O:16])[c:17]1[cH:18][cH:19][c:20]([C:23](=[O:24])[c:25]2[cH:26][cH:27][cH:28][cH:29][cH:30]2)[cH:21][cH:22]1. Reactants: N1=CC=CC=C1 (pyridine), ClCCl (dichloromethane), S(=O)(Cl)Cl (thionyl chloride), ice water, O(C1=CC=CC=C1)CC(=O)NC1[C@@H]2N(C(C(CS2)(Br)C)C(=O)O)C1=O (7-(2-phenoxyacetamido)-3-methyl-3-bromocepham-4-carboxylic acid). The solvent is ClC(C)Cl (dichloroethane). Run at time 1 hour. Yields the product O(C1=CC=CC=C1)CC(=O)NC1[C@@H]2N(C(=C(CS2)C)C(=O)O)C1=O (7-(2-phenoxyacetamido)-3-methyl-3-cephem-4-carboxylic acid). Isolated yield 11.5%. As a reaction SMILES: [O:1]([CH2:8][C:9]([NH:11][CH:12]1[C:24](=[O:25])[N:14]2[CH:15]([C:21]([OH:23])=[O:22])[C:16]([CH3:20])(Br)[CH2:17][S:18][C@H:13]12)=[O:10])[C:2]1[CH:7]=[CH:6][CH:5]=[CH:4][CH:3]=1.N1C=CC=CC=1.ClCCl.S(Cl)(Cl)=O>ClC(Cl)C>[O:1]([CH2:8][C:9]([NH:11][CH:12]1[C:24](=[O:25])[N:14]2[C:15]([C:21]([OH:23])=[O:22])=[C:16]([CH3:20])[CH2:17][S:18][C@H:13]12)=[O:10])[C:2]1[CH:7]=[CH:6][CH:5]=[CH:4][CH:3]=1. Reported procedure: A solution of 7-(2-phenoxyacetamido)-3-methyl-3-bromocepham-4-carboxylic acid (860 mg.) in dry dichloroethane (20 cc) was cooled at -40°--50° C. and pyridine and a 10% dichloromethane solution (4.7 g.) of thionyl chloride were respectively added thereto. The mixture was stirred at -40°--50° C. for one hour and then at room temperature overnight, an poured into ice water and stirred for 30 minutes. The dichloroethane layer was extracted with an aqueous sodium bicarbonate solution and the aqueous ...